Dataset: the Open Reaction Database (ORD), a public repository of structured organic reaction records. Task: describe an organic reaction: reactants, conditions, products, and yield Starting materials: C(C=CC1=CC=CC=C1)OC(=O)C1=C(NC(=C(C1C1=CC(=CC=C1)[N+](=O)[O-])C(=O)O)C)C (4-(3-nitrophenyl)-2,6-dimethyl-1,4-dihydropyridine-3,5-dicarboxylic acid monocinnamyl ester), C1(CCCCC1)N=C=NC1CCCCC1 (dicyclohexylcarbodiimide), C(C)SCCO (2-ethylthioethanol). The reagents and catalysts are CN(C1=CC=NC=C1)C (4-dimethylaminopyridine). Solvent: ClC(C)Cl (dichloroethane). Product: [N+](=O)([O-])C=1C=C(C=CC1)C1C(=C(NC(=C1C(=O)OCCSCC)C)C)C(=O)OCC=CC1=CC=CC=C1 (cinnamyl 2-ethylthioethyl 4-(3-nitrophenyl)-2,6-dimethyl-1,4-dihydropyridine-3,5-dicarboxylate). Isolated yield 97.9%. As a reaction SMILES: [CH2:1]([O:10][C:11]([C:13]1[CH:18]([C:19]2[CH:24]=[CH:23][CH:22]=[C:21]([N+:25]([O-:27])=[O:26])[CH:20]=2)[C:17]([C:28]([OH:30])=[O:29])=[C:16]([CH3:31])[NH:15][C:14]=1[CH3:32])=[O:12])[CH:2]=[CH:3][C:4]1[CH:9]=[CH:8][CH:7]=[CH:6][CH:5]=1.C1(N=C=NC2CCCCC2)CCCCC1.[CH2:48]([S:50][CH2:51][CH2:52]O)[CH3:49]>CN(C)C1C=CN=CC=1.ClC(Cl)C>[N+:25]([C:21]1[CH:20]=[C:19]([CH:18]2[C:17]([C:28]([O:30][CH2:49][CH2:48][S:50][CH2:51][CH3:52])=[O:29])=[C:16]([CH3:31])[NH:15][C:14]([CH3:32])=[C:13]2[C:11]([O:10][CH2:1][CH:2]=[CH:3][C:4]2[CH:9]=[CH:8][CH:7]=[CH:6][CH:5]=2)=[O:12])[CH:24]=[CH:23][CH:22]=1)([O-:27])=[O:26]. Reported procedure: 434 mg (1 mM) of 4-(3-nitrophenyl)-2,6-dimethyl-1,4-dihydropyridine-3,5-dicarboxylic acid monocinnamyl ester, 226 mg (1.1 mM) of dicyclohexylcarbodiimide, 122 mg (1 mM) of 4-dimethylaminopyridine and 127 mg (1.2 mM) of 2-ethylthioethanol were dissolved in 10 ml of dichloroethane, and refluxed for 2 hours. After the reaction mixture was chilled, insoluble matters were filtered off. The solvent was evaporated under reduced pressure, and the residue was purified by silica gel column chromatography ... Reactants: O=C1CCC(=O)N1Br, ClC(Cl)Cl, Cc1cc(=O)c(-c2ccc(Oc3ccc(C(F)(F)F)cc3)cc2)c(C)[nH]1. The product is Cc1[nH]c(C)c(-c2ccc(Oc3ccc(C(F)(F)F)cc3)cc2)c(=O)c1Br. Reaction SMILES: [Br:27][N:28]1[C:29](=[O:30])[CH2:31][CH2:32][C:33]1=[O:34].[CH:35]([Cl:36])([Cl:37])[Cl:38].[F:1][C:2]([c:3]1[cH:4][cH:5][c:6]([O:7][c:8]2[cH:9][cH:10][c:11](-[c:14]3[c:15]([CH3:22])[nH:16][c:17]([CH3:21])[cH:18][c:19]3=[O:20])[cH:12][cH:13]2)[cH:23][cH:24]1)([F:25])[F:26]>>[F:1][C:2]([c:3]1[cH:4][cH:5][c:6]([O:7][c:8]2[cH:9][cH:10][c:11](-[c:14]3[c:15]([CH3:22])[nH:16][c:17]([CH3:21])[c:18]([Br:27])[c:19]3=[O:20])[cH:12][cH:13]2)[cH:23][cH:24]1)([F:25])[F:26]. The reactants are CCO, O=C1CCCc2nc(Cl)sc21, Cl, NC(N)=S, [Na+], ClCc1cccc(Oc2ccccc2)c1, [OH-]. Yields the product O=C1CCCc2nc(SCc3cccc(Oc4ccccc4)c3)sc21. As a reaction SMILES: [CH3:34][CH2:35][OH:36].[Cl:22][c:23]1[s:24][c:25]2[c:26]([n:27]1)[CH2:28][CH2:29][CH2:30][C:31]2=[O:32].[ClH:33].[NH2:16][C:17]([NH2:18])=[S:19].[Na+:21].[O:1]([c:2]1[cH:3][cH:4][cH:5][cH:6][cH:7]1)[c:8]1[cH:9][c:10]([CH2:11][Cl:12])[cH:13][cH:14][cH:15]1.[OH-:20]>>[O:1]([c:2]1[cH:3][cH:4][cH:5][cH:6][cH:7]1)[c:8]1[cH:9][c:10]([CH2:11][S:19][c:23]2[s:24][c:25]3[c:26]([n:27]2)[CH2:28][CH2:29][CH2:30][C:31]3=[O:32])[cH:13][cH:14][cH:15]1. Starting materials: C(C(=O)OCC)(=O)OCC (diethyl oxalate), C(C1=CC=CC=C1)OCC(=O)OCC (ethyl benzyloxyacetate), [H-].[Na+] (sodium hydride), Br.OCCN1C(=NCC1)N (1-(2-hydroxyethyl)-4,5-dihydro-1H-imidazol-2-amine hydrobromide), intermediate 1. The product is C(C1=CC=CC=C1)OC1=C(N=C2N(C1=O)CCN2CCO)C(=O)OCC (Ethyl 6-(benzyloxy)-1-(2-hydroxyethyl)-5-oxo-1,2,3,5-tetrahydroimidazo[1,2-a]pyrimidine-7-carboxylate). The yield is 9.4%. As a reaction SMILES: [C:1]([O:8][CH2:9][CH3:10])(=[O:7])[C:2](OCC)=O.[CH2:11]([O:18][CH2:19][C:20]([O:22]CC)=O)[C:12]1[CH:17]=[CH:16][CH:15]=[CH:14][CH:13]=1.[H-].[Na+].Br.[OH:28][CH2:29][CH2:30][N:31]1[CH2:35][CH2:34][N:33]=[C:32]1[NH2:36]>>[CH2:11]([O:18][C:19]1[C:20](=[O:22])[N:33]2[CH2:34][CH2:35][N:31]([CH2:30][CH2:29][OH:28])[C:32]2=[N:36][C:2]=1[C:1]([O:8][CH2:9][CH3:10])=[O:7])[C:12]1[CH:13]=[CH:14][CH:15]=[CH:16][CH:17]=1 |f:2.3,4.5|. Procedure details: Reaction of the adduct of diethyl oxalate (14.61 g, 0.10 mol), ethyl benzyloxyacetate (19.42 g, 0.10 mol) and sodium hydride (4.40 g of a 60% dispersion in mineral oil, 0.11 mol) with 1-(2-hydroxyethyl)-4,5-dihydro-1H-imidazol-2-amine hydrobromide (21.0 g, 0.10 mol) as described for intermediate 1 gave 3.37 g (9% yield) of the title ester as white crystals; mp 104-106° C. (ethyl acetate-hexane). 1HNMR 400 MHz (CDCl3) δ (ppm): 1.32 (3H, t, J=7.1 Hz, CH3), 3.53 (2H, m, CH2), 3.83 (2H, t, J=8.9 Hz,... Reactants: C1CCOC1, CCO, CCOC(=O)C1=Cc2cc(Cl)c(C)cc2SC1C(F)(F)F, [Na+], [OH-]. Yields the product Cc1cc2c(cc1Cl)C=C(C(=O)O)C(C(F)(F)F)S2. RXN SMILES: [CH2:24]1[O:25][CH2:26][CH2:27][CH2:28]1.[CH3:29][CH2:30][OH:31].[Cl:1][c:2]1[c:3]([CH3:21])[cH:4][c:5]2[c:6]([cH:20]1)[CH:7]=[C:8]([C:15](=[O:16])[O:17][CH2:18][CH3:19])[CH:9]([C:11]([F:12])([F:13])[F:14])[S:10]2.[Na+:23].[OH-:22]>>[Cl:1][c:2]1[c:3]([CH3:21])[cH:4][c:5]2[c:6]([cH:20]1)[CH:7]=[C:8]([C:15](=[O:16])[OH:17])[CH:9]([C:11]([F:12])([F:13])[F:14])[S:10]2. The reactants are Hexamethylenetetramine molybdate, Cl (HCl), [NH4+].[O-][Mo](=O)(=O)[O-].[O-][Mo](=O)(=O)[O-] (ammonium dimolybdate), C1N2CN3CN1CN(C2)C3 (hexamethylenetetramine), Cl (HCl). Run in O (water), O (water), O (water). Yields the product [Mo].C1N2CN3CN1CN(C2)C3 (molybdenum hexamethylenetetramine). Reaction SMILES: Cl.[CH2:2]1[N:7]2[CH2:8][N:9]3[CH2:11][N:5]([CH2:6]2)[CH2:4][N:3]1[CH2:10]3.[NH4+].[O-][Mo:14]([O-])(=O)=O.[O-][Mo]([O-])(=O)=O>O>[Mo:14].[CH2:2]1[N:7]2[CH2:8][N:9]3[CH2:11][N:5]([CH2:6]2)[CH2:4][N:3]1[CH2:10]3 |f:2.3.4,6.7|. Procedure: Hexamethylenetetramine molybdate having a 2/1 molybdenum/hexamethylenetetramine molar ratio was prepared in the presence of HCl as follows. 10 grams of hexamethylenetetramine, 14.05 grams of a 37 wt.% aqueous HCl solution, and 100 ml water were dissolved together and heated to reflux in a 500 ml round-bottomed flask equipped with a stirrer and water-cooled condenser. 24.24 grams ammonium dimolybdate was dissolved in 50 ml hot water. The second solution was added to the first solution, and a thin... Reactants: FC1=CC=C(CN)C=C1 (4-fluorobenzylamine), C(C)OC(=O)C=1N=C2N(N=C(C=C2)N2CCN(CC2)C(C2=C(C=CC=C2)C(F)(F)F)=O)C1 (6-[4-(2-trifluoromethylbenzoyl)piperazin-1-yl]imidazo[1,2-b]pyridazine-2-carboxylic acid ethyl ester). The product is FC1=CC=C(CNC(=O)C=2N=C3N(N=C(C=C3)N3CCN(CC3)C(C3=C(C=CC=C3)C(F)(F)F)=O)C2)C=C1 (6-[4-(2-TRIFLUOROMETHYLBENZOYL)PIPERAZIN-1-YL]IMIDAZO[1,2-B]PYRIDAZINE-2-CARBOXYLIC ACID 4-FLUOROBENZYLAMIDE). Isolated yield 30.0%. RXN SMILES: [F:1][C:2]1[CH:9]=[CH:8][C:5]([CH2:6][NH2:7])=[CH:4][CH:3]=1.C([O:12][C:13]([C:15]1[N:16]=[C:17]2[CH:22]=[CH:21][C:20]([N:23]3[CH2:28][CH2:27][N:26]([C:29](=[O:40])[C:30]4[CH:35]=[CH:34][CH:33]=[CH:32][C:31]=4[C:36]([F:39])([F:38])[F:37])[CH2:25][CH2:24]3)=[N:19][N:18]2[CH:41]=1)=O)C>>[F:1][C:2]1[CH:9]=[CH:8][C:5]([CH2:6][NH:7][C:13]([C:15]2[N:16]=[C:17]3[CH:22]=[CH:21][C:20]([N:23]4[CH2:24][CH2:25][N:26]([C:29](=[O:40])[C:30]5[CH:35]=[CH:34][CH:33]=[CH:32][C:31]=5[C:36]([F:37])([F:39])[F:38])[CH2:27][CH2:28]4)=[N:19][N:18]3[CH:41]=2)=[O:12])=[CH:4][CH:3]=1. Reported procedure: Following the procedure as described in Example 1, making variations only as required to 4-fluorobenzylamine in place of isoamylamine to react with 6-[4-(2-trifluoromethylbenzoyl)piperazin-1-yl]imidazo[1,2-b]pyridazine-2-carboxylic acid ethyl ester, the title compound was obtained as a white solid in 30% yield (0.035 g). m.p. 205-207° C. 1H NMR (300 MHz, CDCl3) δ 8.18 (s, 1H), 7.77-7.5 (m, 5H), 7.38-7.27 (m, 3H), 7.03-6.94 (m, 2H), 6.9 (d, J=9.6 Hz, 1H), 4.58 (d, J=6 Hz, 2H), 4.06-3.94 (m, 1H), ...